The task is: describe an organic reaction: reactants, conditions, products, and yield. This data is from the Open Reaction Database (ORD), a public repository of structured organic reaction records. The reactants are COC(C(C1=CC=C(C=C1)OCCOC1=CC=C(C=C1)[N+](=O)[O-])=O)=O (4-[[2-(4-nitrophenoxy)ethyl]oxy]-alpha-oxobenzeneacetic acid methyl ester), hydrate. The solvent is CO (methanol), [OH-].[Na+] (sodium hydroxide). The product is [N+](=O)([O-])C1=CC=C(OCCOC2=CC=C(C=C2)C(C(=O)O)=O)C=C1 (4-[[2-(4nitrophenoxy)ethyl]oxy]-alpha-oxobenzeneacetic acid). As a reaction SMILES: C[O:2][C:3](=[O:25])[C:4](=[O:24])[C:5]1[CH:10]=[CH:9][C:8]([O:11][CH2:12][CH2:13][O:14][C:15]2[CH:20]=[CH:19][C:18]([N+:21]([O-:23])=[O:22])=[CH:17][CH:16]=2)=[CH:7][CH:6]=1>CO.[OH-].[Na+]>[N+:21]([C:18]1[CH:17]=[CH:16][C:15]([O:14][CH2:13][CH2:12][O:11][C:8]2[CH:9]=[CH:10][C:5]([C:4](=[O:24])[C:3]([OH:25])=[O:2])=[CH:6][CH:7]=2)=[CH:20][CH:19]=1)([O-:23])=[O:22] |f:2.3|. Procedure details: A mixture of 4-[[2-(4-nitrophenoxy)ethyl]oxy]-alpha-oxobenzeneacetic acid methyl ester (4:1) molar hydrate (0.65 g) in methanol and 0.5N sodium hydroxide (8 mL) was treated as in Example 19. Extraction provided 0.6 g of crude product which solidified and was crystallized from dichloromethane-hexane to give 0.55 g of colorless 4-[[2-(4nitrophenoxy)ethyl]oxy]-alpha-oxobenzeneacetic acid, mp 129°-130° C. The reactants are Cc1cc(Cl)c(OCCOc2ccc(CC(CN(C(=O)[O-])C(C)(C)C)C(=O)N(Cc3cccc(C)c3C)C3CC3)cc2)c(Cl)c1, ClCCl, Cl. Product: Cc1cc(Cl)c(OCCOc2ccc(CC(CN)C(=O)N(Cc3cccc(C)c3C)C3CC3)cc2)c(Cl)c1. Reaction SMILES: [C:1]([N:5]([C:2](=[O:3])[O-:4])[CH2:9][CH:10]([C:11](=[O:12])[N:13]([CH2:14][c:15]1[c:16]([CH3:22])[c:17]([CH3:21])[cH:18][cH:19][cH:20]1)[CH:23]1[CH2:24][CH2:25]1)[CH2:26][c:27]1[cH:28][cH:29][c:30]([O:33][CH2:34][CH2:35][O:36][c:37]2[c:38]([Cl:45])[cH:39][c:40]([CH3:44])[cH:41][c:42]2[Cl:43])[cH:31][cH:32]1)([CH3:6])([CH3:7])[CH3:8].[Cl:47][CH2:48][Cl:49].[ClH:46]>>[NH2:5][CH2:9][CH:10]([C:11](=[O:12])[N:13]([CH2:14][c:15]1[c:16]([CH3:22])[c:17]([CH3:21])[cH:18][cH:19][cH:20]1)[CH:23]1[CH2:24][CH2:25]1)[CH2:26][c:27]1[cH:28][cH:29][c:30]([O:33][CH2:34][CH2:35][O:36][c:37]2[c:38]([Cl:45])[cH:39][c:40]([CH3:44])[cH:41][c:42]2[Cl:43])[cH:31][cH:32]1. The reactants are [BH4-], CC(C)(C)OC(=O)N1CCCC(C(=O)Nc2cccc(-c3cc(N4CCOCC4)nc(-c4ccc(C=O)o4)n3)c2)C1, CCO, [Na+]. The product is CC(C)(C)OC(=O)N1CCCC(C(=O)Nc2cccc(-c3cc(N4CCOCC4)nc(-c4ccc(CO)o4)n3)c2)C1. RXN SMILES: [BH4-:1].[C:3]([CH3:4])([CH3:5])([CH3:6])[O:7][C:8](=[O:9])[N:10]1[CH2:11][CH:12]([C:16](=[O:17])[NH:18][c:19]2[cH:20][c:21](-[c:25]3[n:26][c:27](-[c:37]4[o:38][c:39]([CH:42]=[O:43])[cH:40][cH:41]4)[n:28][c:29]([N:31]4[CH2:32][CH2:33][O:34][CH2:35][CH2:36]4)[cH:30]3)[cH:22][cH:23][cH:24]2)[CH2:13][CH2:14][CH2:15]1.[CH3:44][CH2:45][OH:46].[Na+:2]>>[C:3]([CH3:4])([CH3:5])([CH3:6])[O:7][C:8](=[O:9])[N:10]1[CH2:11][CH:12]([C:16](=[O:17])[NH:18][c:19]2[cH:20][c:21](-[c:25]3[n:26][c:27](-[c:37]4[o:38][c:39]([CH2:42][OH:43])[cH:40][cH:41]4)[n:28][c:29]([N:31]4[CH2:32][CH2:33][O:34][CH2:35][CH2:36]4)[cH:30]3)[cH:22][cH:23][cH:24]2)[CH2:13][CH2:14][CH2:15]1. The reagents and catalysts are [Cu] (copper). Reaction SMILES: [F:1][C:2]1[CH:7]=[CH:6][C:5]([OH:8])=[CH:4][CH:3]=1.Br[C:10]1[S:11][CH:12]=[CH:13][CH:14]=1.C(=O)([O-])[O-].[K+].[K+]>N1C=CC=CC=1.[Cu]>[F:1][C:2]1[CH:7]=[CH:6][C:5]([O:8][C:10]2[S:11][CH:12]=[CH:13][CH:14]=2)=[CH:4][CH:3]=1 |f:2.3.4|. Procedure details: A solution of 4-fluorophenol (22.42 g, 200 mmol), 2-bromothiophene (65.22 g, 400 mmol), potassium carbonate (42.84 g, 310 mmol), and copper powder (6.35 g, 100 mmol) in pyridine (200 mL) was refluxed for 18 hours. It was then cooled to ambient temperature and filtered through Celite. The filtrate was diluted with ethyl acetate (500 mL) and washed with water (3×300 mL). The organic phase was dried over MgSO4 and concentrated. The resulting residue was chromatographed (silica gel; hexanes) to affo... Reactants: FC1=CC=C(C=C1)O (4-fluorophenol), BrC=1SC=CC1 (2-bromothiophene), C([O-])([O-])=O.[K+].[K+] (potassium carbonate). The yield is 9.4%. The solvent is N1=CC=CC=C1 (pyridine). Yields the product FC1=CC=C(OC=2SC=CC2)C=C1 (2-(4-fluorophenoxy)thiophene). The reactants are COC1=CC=C(C=C1)C=1N=C(SC1C1=CC=C(C=C1)OC)SCC=O (2-[4,5-bis-(p-methoxyphenyl)-thiazol-2-ylthio]-acetaldehyde), [BH4-].[Na+] (sodium borohydride). Run in CO (methanol). Run at time 15 minute. Product: OCCSC=1SC(=C(N1)C1=CC=C(C=C1)OC)C1=CC=C(C=C1)OC (2-[2-hydroxyethylthio]-4,5-bis-(p-methoxyphenyl)-thiazole). RXN SMILES: [CH3:1][O:2][C:3]1[CH:8]=[CH:7][C:6]([C:9]2[N:10]=[C:11]([S:22][CH2:23][CH:24]=[O:25])[S:12][C:13]=2[C:14]2[CH:19]=[CH:18][C:17]([O:20][CH3:21])=[CH:16][CH:15]=2)=[CH:5][CH:4]=1.[BH4-].[Na+]>CO>[OH:25][CH2:24][CH2:23][S:22][C:11]1[S:12][C:13]([C:14]2[CH:15]=[CH:16][C:17]([O:20][CH3:21])=[CH:18][CH:19]=2)=[C:9]([C:6]2[CH:5]=[CH:4][C:3]([O:2][CH3:1])=[CH:8][CH:7]=2)[N:10]=1 |f:1.2|. Reported procedure: 0.10 g of 2-[4,5-bis-(p-methoxyphenyl)-thiazol-2-ylthio]-acetaldehyde is dissolved in 3 ml of methanol, 0.01 g of sodium borohydride is added and the mixture is stirred for 15 minutes. It is then concentrated to dryness by evaporation under reduced pressure and digested with 20 ml of ice-water. After some time crystallisation occurs. After 2 hours the crystals are filtered with suction, washed with water and sucked dry. 2-[2-hydroxyethylthio]-4,5-bis-(p-methoxyphenyl)-thiazole having a melting p... Reactants: NCC1=NC=CC(=C1)CCCCl (2-aminomethyl-4-(3-chloropropyl)pyridine), C(=O)O (formic acid), [OH-].[NH4+] (ammonium hydroxide). Product: C(=O)NCC1=NC=CC(=C1)CCCCl (2-(N-formylaminomethyl)-4-(3-chloropropyl)pyridine). Reaction SMILES: [NH2:1][CH2:2][C:3]1[CH:8]=[C:7]([CH2:9][CH2:10][CH2:11][Cl:12])[CH:6]=[CH:5][N:4]=1.[OH-].[NH4+].[CH:15](O)=[O:16]>>[CH:15]([NH:1][CH2:2][C:3]1[CH:8]=[C:7]([CH2:9][CH2:10][CH2:11][Cl:12])[CH:6]=[CH:5][N:4]=1)=[O:16] |f:1.2|. Procedure details: A solution of 2-aminomethyl-4-(3-chloropropyl)pyridine (0.47 g) in 1 ml of formic acid is heated at 90° for 18 hours, cooled to 0° and made basic by the addition of saturated ammonium hydroxide solution. Extraction with methylene chloride (4×10 ml), drying over sodium sulfate and evaporation yields 2-(N-formylaminomethyl)-4-(3-chloropropyl)pyridine (IR 1674 cm-1) which is heated at 90° in phosphorus oxychloride (0.75 g) for 15 hours. Excess phosphorus oxychloride is evaporated with toluene and t...